From a dataset of the Open Reaction Database (ORD), a public repository of structured organic reaction records. describe an organic reaction: reactants, conditions, products, and yield Starting materials: CCO, CSC(=C[N+](=O)[O-])SC, NCc1ccc(Cl)nc1. Yields the product CSC(=C[N+](=O)[O-])NCc1ccc(Cl)nc1. RXN SMILES: [CH3:19][CH2:20][OH:21].[CH3:1][S:2][C:3](=[CH:4][N+:5](=[O:6])[O-:7])[S:8][CH3:9].[Cl:10][c:11]1[cH:12][cH:13][c:14]([CH2:17][NH2:18])[cH:15][n:16]1>>[CH3:1][S:2][C:3](=[CH:4][N+:5](=[O:6])[O-:7])[NH:18][CH2:17][c:14]1[cH:13][cH:12][c:11]([Cl:10])[n:16][cH:15]1. The reactants are CC=1N=COC1C1=CC=C(C(=O)Cl)C=C1 (4-(4-Methyl-oxazol-5-yl)-benzoyl chloride), C1(CC1)NC1CCN(CC1)C1=NC(=NO1)C(C)C (cyclopropyl-[1-(3-isopropyl-[1,2,4]oxadiazol-5-yl)-piperidin-4-yl]-amine), C(C)N(C(C)C)C(C)C (ethyldiisopropylamine). Solvent: ClCCl (dichloromethane). Run at time 1 hour. Yields the product C1(CC1)N(C(C1=CC=C(C=C1)C1=C(N=CO1)C)=O)C1CCN(CC1)C1=NC(=NO1)C(C)C (N-Cyclopropyl-N-[1-(3-isopropyl-[1,2,4]oxadiazol-5-yl)-piperidin-4-yl]-4-(4-methyl-oxazol-5-yl)-benzamide). Reaction SMILES: [CH3:1][C:2]1[N:3]=[CH:4][O:5][C:6]=1[C:7]1[CH:15]=[CH:14][C:10]([C:11](Cl)=[O:12])=[CH:9][CH:8]=1.[CH:16]1([NH:19][CH:20]2[CH2:25][CH2:24][N:23]([C:26]3[O:30][N:29]=[C:28]([CH:31]([CH3:33])[CH3:32])[N:27]=3)[CH2:22][CH2:21]2)[CH2:18][CH2:17]1.C(N(C(C)C)C(C)C)C>ClCCl>[CH:16]1([N:19]([CH:20]2[CH2:25][CH2:24][N:23]([C:26]3[O:30][N:29]=[C:28]([CH:31]([CH3:33])[CH3:32])[N:27]=3)[CH2:22][CH2:21]2)[C:11](=[O:12])[C:10]2[CH:14]=[CH:15][C:7]([C:6]3[O:5][CH:4]=[N:3][C:2]=3[CH3:1])=[CH:8][CH:9]=2)[CH2:17][CH2:18]1. Procedure: 4-(4-Methyl-oxazol-5-yl)-benzoyl chloride (89 mg) is added portionwise to a mixture of cyclopropyl-[1-(3-isopropyl-[1,2,4]oxadiazol-5-yl)-piperidin-4-yl]-amine (100 mg) and ethyldiisopropylamine (100 μL) in dichloromethane (5 mL). The mixture is stirred for 1 h at room temperature, washed with water and 1 M HCl, dried over Na2SO4 and concentrated in vacuo. The residue is triturated with diethyl ether to give the title compound. LC (method 6): tR=1.83 min; Mass spectrum (ESI+): m/z=436 [M+H]+.